This data is from the Open Reaction Database (ORD), a public repository of structured organic reaction records. The task is: describe an organic reaction: reactants, conditions, products, and yield Run at time 20 hour. The reactants are ClCC=1N=C(SC1)C1=CC=C(C=C1)Cl (4-chloromethyl-2-(4-chlorphenyl)thiazole), NC1=NC(=C(C(=C1C#N)C=1C=NC(=CC1)OCCO)C#N)S (2′-Amino-6-(2-hydroxyethoxy)-6′-mercapto-3,4′-bipyridine-3′,5′-dicarbonitrile), C([O-])(O)=O.[Na+] (sodium bicarbonate). Reaction SMILES: Cl[CH2:2][C:3]1[N:4]=[C:5]([C:8]2[CH:13]=[CH:12][C:11]([Cl:14])=[CH:10][CH:9]=2)[S:6][CH:7]=1.[NH2:15][C:16]1[C:21]([C:22]#[N:23])=[C:20]([C:24]2[CH:25]=[N:26][C:27]([O:30][CH2:31][CH2:32][OH:33])=[CH:28][CH:29]=2)[C:19]([C:34]#[N:35])=[C:18]([SH:36])[N:17]=1.C(=O)(O)[O-].[Na+]>CN(C=O)C>[NH2:15][C:16]1[C:21]([C:22]#[N:23])=[C:20]([C:24]2[CH:25]=[N:26][C:27]([O:30][CH2:31][CH2:32][OH:33])=[CH:28][CH:29]=2)[C:19]([C:34]#[N:35])=[C:18]([S:36][CH2:2][C:3]2[N:4]=[C:5]([C:8]3[CH:13]=[CH:12][C:11]([Cl:14])=[CH:10][CH:9]=3)[S:6][CH:7]=2)[N:17]=1 |f:2.3|. Procedure: 63 mg (0.26 mmol) of 4-chloromethyl-2-(4-chlorphenyl)thiazole, 100 mg (0.23 mmol) of the compound from example 2A and 78 mg (0.93 mmol) of sodium bicarbonate are dissolved in 1.5 ml of DMF, and the reaction solution is stirred at RT for 20 h. The mixture is then filtered through a paper filter, and the filtrate is directly purified chromatographically by preparative HPLC (column: YMC GEL ODS-AQ S-5/15 μm; mobile phase gradient: acetonitrile/water 10:90→95:5). This gives the title compound as a b... The solvent is CN(C)C=O (DMF). The product is NC1=NC(=C(C(=C1C#N)C=1C=NC(=CC1)OCCO)C#N)SCC=1N=C(SC1)C1=CC=C(C=C1)Cl (2′-Amino-6′-({[2-(4-chlorophenyl)-1,3-thiazol-4-yl]methyl}thio)-6-(2-hydroxyethoxy)-3,4′-bipyridine-3′,5′-dicarbonitrile). Starting materials: CCOC(=O)C(=O)OCC, CCOC(=O)CCC[Si](C)(C)c1ccccc1, Cl, C1CCOC1. Product: CCOC(=O)C(=O)C(CC[Si](C)(C)c1ccccc1)C(=O)OCC. As a reaction SMILES: [C:1]([C:2]([O:4][CH2:3][CH3:5])=[O:6])(=[O:7])[O:8][CH2:9][CH3:10].[CH3:11][Si:12]([CH2:13][CH2:14][CH2:15][C:16](=[O:17])[O:18][CH2:19][CH3:20])([CH3:21])[c:22]1[cH:23][cH:24][cH:25][cH:26][cH:27]1.[ClH:28].[O:29]1[CH2:30][CH2:31][CH2:32][CH2:33]1>>[C:1]([C:2](=[O:4])[CH:15]([CH2:14][CH2:13][Si:12]([CH3:11])([CH3:21])[c:22]1[cH:23][cH:24][cH:25][cH:26][cH:27]1)[C:16](=[O:17])[O:18][CH2:19][CH3:20])(=[O:7])[O:8][CH2:9][CH3:10].